From a dataset of the Open Reaction Database (ORD), a public repository of structured organic reaction records. describe an organic reaction: reactants, conditions, products, and yield The reactants are CS(=O)(=O)c1cccc(C(F)(F)F)c1, O=[N+]([O-])O, O=S(=O)(O)O. The product is CS(=O)(=O)c1cc([N+](=O)[O-])cc(C(F)(F)F)c1. Reaction SMILES: [CH3:1][S:2](=[O:3])(=[O:4])[c:5]1[cH:6][c:7]([C:11]([F:12])([F:13])[F:14])[cH:8][cH:9][cH:10]1.[OH:15][N+:16]([O-:17])=[O:18].[S:19](=[O:20])(=[O:21])([OH:22])[OH:23]>>[CH3:1][S:2](=[O:3])(=[O:4])[c:5]1[cH:6][c:7]([C:11]([F:12])([F:13])[F:14])[cH:8][c:9]([N+:16](=[O:15])[O-:17])[cH:10]1. Starting materials: C(C1=CC=CC=C1)OC1=NC(=C(C(=N1)OCC1=CC=CC=C1)C(C)C)OC1=C(C(=CC(=C1)C)C)C (2,4-Bis-benzyloxy-5-isopropyl-6-(2,3,5-trimethyl-phenoxy)-pyrimidine), [H][H] (hydrogen). The reagents and catalysts are [Pd] (Pd/C). The solvent is C(C)(=O)OCC (ethyl acetate), C(C)O (ethanol). Conditions: time 40 minute. Yields the product C(C)(C)C=1C(NC(NC1OC1=C(C(=CC(=C1)C)C)C)=O)=O (5-Isopropyl-6-(2,3,5-trimethyl-phenoxy)-1H-pyrimidine-2,4-dione). The yield is 59.0%. Reaction SMILES: C([O:8][C:9]1[N:14]=[C:13]([O:15]CC2C=CC=CC=2)[C:12]([CH:23]([CH3:25])[CH3:24])=[C:11]([O:26][C:27]2[CH:32]=[C:31]([CH3:33])[CH:30]=[C:29]([CH3:34])[C:28]=2[CH3:35])[N:10]=1)C1C=CC=CC=1.[H][H]>C(OCC)(=O)C.C(O)C.[Pd]>[CH:23]([C:12]1[C:13](=[O:15])[NH:14][C:9](=[O:8])[NH:10][C:11]=1[O:26][C:27]1[CH:32]=[C:31]([CH3:33])[CH:30]=[C:29]([CH3:34])[C:28]=1[CH3:35])([CH3:25])[CH3:24]. Procedure details: 2,4-Bis-benzyloxy-5-isopropyl-6-(2,3,5-trimethyl-phenoxy)-pyrimidine was dissolved in 6 mL ethyl acetate and 6 mL ethanol mixture. 10% Pd/C (52 mg) was added to the mixture. Then hydrogen balloon was applied. The reaction was stirred at room temperature for 40 minutes. The reaction crude was filtered through celite. The filtrate was concentrated down and purified (silica gel, 0-50% EtOAC/hexane) followed by reverse phase HPLC (MeCN/water) to give white solid (94 mg, 59%). LC-MS shows 289.1 (M+1)... Reactants: CN(C1=CC=C2C(=N1)SC(=N2)NC(=O)C2CC2)C2=CC(=CC=C2)NC(C(F)(F)F)=O (N-[5-(Methyl{3-[(trifluoroacetyl)amino]phenyl}amino)[1,3]thiazolo[5,4-b]pyridin-2-yl]cyclopropanecarboxamide), [Cl-].[NH4+] (ammonium chloride). The solvent is O1CCCC1 (tetrahydrofuran), CO (methanol), [OH-].[Na+] (sodium hydroxide). Conditions: time 19 hour. Yields the product NC=1C=C(C=CC1)N(C1=CC=C2C(=N1)SC(=N2)NC(=O)C2CC2)C (N-{5-[(3-aminophenyl)(methyl)amino][1,3]thiazolo[5,4-b]pyridin-2-yl}cyclopropanecarboxamide). The yield is 92.8%. Reaction SMILES: [CH3:1][N:2]([C:18]1[CH:23]=[CH:22][CH:21]=[C:20]([NH:24]C(=O)C(F)(F)F)[CH:19]=1)[C:3]1[N:8]=[C:7]2[S:9][C:10]([NH:12][C:13]([CH:15]3[CH2:17][CH2:16]3)=[O:14])=[N:11][C:6]2=[CH:5][CH:4]=1.[Cl-].[NH4+]>O1CCCC1.CO.[OH-].[Na+]>[NH2:24][C:20]1[CH:19]=[C:18]([N:2]([CH3:1])[C:3]2[N:8]=[C:7]3[S:9][C:10]([NH:12][C:13]([CH:15]4[CH2:16][CH2:17]4)=[O:14])=[N:11][C:6]3=[CH:5][CH:4]=2)[CH:23]=[CH:22][CH:21]=1 |f:1.2,5.6|. Procedure: N-[5-(Methyl{3-[(trifluoroacetyl)amino]phenyl}amino)[1,3]thiazolo[5,4-b]pyridin-2-yl]cyclopropanecarboxamide (748 mg, 1.72 mmol) was dissolved in tetrahydrofuran (22.5 mL)/methanol (7.5 mL), 2N aqueous sodium hydroxide solution (7.5 mL) was added, and the mixture was stirred at room temperature for 19 hr. Aqueous ammonium chloride solution (20 mL) was added to the reaction mixture, and the mixture was extracted with ethyl acetate (50 mL). The organic layer was washed with saturated brine (20 mL)... Reactants: ClCCl, COc1ccc(Oc2c(C)cc([N+](=O)[O-])cc2C)cc1, [Cl-], [Cl-], [Cl-], O=C(Cl)c1ccc(F)cc1, O, [Ti+3]. The product is COc1ccc(Oc2c(C)cc([N+](=O)[O-])cc2C)cc1C(=O)c1ccc(F)cc1. RXN SMILES: [CH2:32]([Cl:33])[Cl:34].[CH3:1][c:2]1[cH:3][c:4]([N+:18](=[O:19])[O-:20])[cH:5][c:6]([CH3:17])[c:7]1[O:8][c:9]1[cH:10][cH:11][c:12]([O:15][CH3:16])[cH:13][cH:14]1.[Cl-:35].[Cl-:36].[Cl-:37].[F:21][c:22]1[cH:23][cH:24][c:25]([C:26](=[O:27])[Cl:28])[cH:29][cH:30]1.[OH2:31].[Ti+3:38]>>[CH3:1][c:2]1[cH:3][c:4]([N+:18](=[O:19])[O-:20])[cH:5][c:6]([CH3:17])[c:7]1[O:8][c:9]1[cH:10][c:11]([C:26]([c:25]2[cH:24][cH:23][c:22]([F:21])[cH:30][cH:29]2)=[O:27])[c:12]([O:15][CH3:16])[cH:13][cH:14]1. Starting materials: C(CCCC#CCC#CCC#CCCCCCCCC)(=O)O (5,8,11-eicosatriynoic acid), C(=O)(N1C=NC=C1)N1C=NC=C1 (carbonyldiimidazole), C(O)CN (ethanolamine). Solvent: CN(C)C=O (DMF). Conditions: time 2 hour. Product: OCCNC(CCCC#CCC#CCC#CCCCCCCCC)=O (N-(2-hydroxyethyl)-5,8,11-eicosatriynamide). RXN SMILES: [C:1]([OH:22])(=O)[CH2:2][CH2:3][CH2:4][C:5]#[C:6][CH2:7][C:8]#[C:9][CH2:10][C:11]#[C:12][CH2:13][CH2:14][CH2:15][CH2:16][CH2:17][CH2:18][CH2:19][CH3:20].C(N1C=CN=C1)(N1C=CN=C1)=O.[CH2:35]([CH2:37][NH2:38])[OH:36]>CN(C=O)C>[OH:36][CH2:35][CH2:37][NH:38][C:1](=[O:22])[CH2:2][CH2:3][CH2:4][C:5]#[C:6][CH2:7][C:8]#[C:9][CH2:10][C:11]#[C:12][CH2:13][CH2:14][CH2:15][CH2:16][CH2:17][CH2:18][CH2:19][CH3:20]. Procedure details: A solution of 8 g of 5,8,11-eicosatriynoic acid and 5.62 g of carbonyldiimidazole in 40 cm3 of anhydrous DMF is brought to 80° C. for 3 hours under an inert atmosphere. 3.25 g of ethanolamine are then added at 0° C. After 2 hours, it is verified by thin layer chromatography that the starting acid is completely converted.